Dataset: the Open Reaction Database (ORD), a public repository of structured organic reaction records. Task: describe an organic reaction: reactants, conditions, products, and yield Reactants: ClC1=NC(=NC(=C1)N)N (4-chloro-2,6-diaminopyrimidine), ClC1=CC(=CC=C1)C(=O)OO (m-chloroperbenzoic acid), 3A, alcohol, [OH-].[Na+] (sodium hydroxide). RXN SMILES: [Cl:1][C:2]1[CH:7]=[C:6]([NH2:8])[N:5]=[C:4]([NH2:9])[N:3]=1.ClC1C=CC=C(C(OO)=[O:18])C=1.[OH-].[Na+]>>[NH2:8][C:6]1[N:5]([OH:18])[C:4](=[NH:9])[N:3]=[C:2]([Cl:1])[CH:7]=1 |f:2.3|. Yield: 44.7%. Procedure details: A 30 g. (0.15 mole) quantity of 4-chloro-2,6-diaminopyrimidine is dissolved in 600 ml. of hot 3A alcohol, the solution cooled to 0°-10° C. and 41.8 g. (0.24 mole) of m-chloroperbenzoic acid is added. The mixture is held at 0°-10° C. for 4 hours and filtered. The solid is shaken for 2 hours in 0.24 mole of 10% sodium hydroxide and filtered. The solid is washed with water and dried to yield 19.3 g. of crude product. This product is extracted for 1 hour with 900 ml. of boiling acetonitrile to yield... Reaction conditions: time 4 hour. Product: NC1=CC(=NC(N1O)=N)Cl (6-amino-4-chloro-1,2-dihydro-1-hydroxy-2-imino pyrimidine). The reactants are Cc1nc(-c2ccc(C(F)(F)F)cc2)sc1CBr, O=C([O-])[O-], CC#N, COC(=O)c1ccc(O)cc1, CCOC(C)=O, [K+], [K+]. Yields the product COC(=O)c1ccc(OCc2sc(-c3ccc(C(F)(F)F)cc3)nc2C)cc1. RXN SMILES: [Br:21][CH2:22][c:23]1[c:24]([CH3:38])[n:25][c:26](-[c:28]2[cH:29][cH:30][c:31]([C:34]([F:35])([F:36])[F:37])[cH:32][cH:33]2)[s:27]1.[C:12](=[O:13])([O-:14])[O-:15].[CH3:18][C:19]#[N:20].[CH3:1][O:2][C:3]([c:4]1[cH:5][cH:6][c:7]([OH:10])[cH:8][cH:9]1)=[O:11].[CH3:39][CH2:40][O:41][C:42](=[O:43])[CH3:44].[K+:16].[K+:17]>>[CH3:1][O:2][C:3]([c:4]1[cH:5][cH:6][c:7]([O:10][CH2:22][c:23]2[c:24]([CH3:38])[n:25][c:26](-[c:28]3[cH:29][cH:30][c:31]([C:34]([F:35])([F:36])[F:37])[cH:32][cH:33]3)[s:27]2)[cH:8][cH:9]1)=[O:11]. Reactants: FC(C1=C(C=CC=C1)[Mg]Br)(F)F (2-(trifluoromethyl)phenylmagnesium bromide), FC(OC1=CC=C(C=O)C=C1)F (4-(difluoromethoxy)benzaldehyde), FC(C1=C(C(C2=CC=CC=C2)O)C=CC(=C1)Cl)(F)F (2-(trifluoromethyl)-4-chlorobenzhydrol). Yields the product FC(C1=C(C(C2=CC=C(C=C2)OC(F)F)O)C=CC=C1)(F)F (2-(trifluoromethyl)-4′-(difluoromethoxy)benzhydrol). Isolated yield 63.9%. RXN SMILES: [F:1][C:2]([F:12])([F:11])[C:3]1[CH:8]=[CH:7][CH:6]=[CH:5][C:4]=1[Mg]Br.[F:13][CH:14]([F:24])[O:15][C:16]1[CH:23]=[CH:22][C:19]([CH:20]=[O:21])=[CH:18][CH:17]=1.FC(F)(F)C1C=C(Cl)C=CC=1C(O)C1C=CC=CC=1>>[F:1][C:2]([F:12])([F:11])[C:3]1[CH:8]=[CH:7][CH:6]=[CH:5][C:4]=1[CH:20]([OH:21])[C:19]1[CH:22]=[CH:23][C:16]([O:15][CH:14]([F:13])[F:24])=[CH:17][CH:18]=1. Reported procedure: This material was prepared from 2-(trifluoromethyl)phenylmagnesium bromide (16 mmol) and 4-(difluoromethoxy)benzaldehyde (2.09 mL, 15 mmol) using the procedure described for compound (96). The product was obtained as an amber gum (3.05 g, 64%). The reactants are ClCCN1C(OCC1)=O (N-(beta-chloroethyl)-oxazolidinone), ClC1=CC2=C(SC3=C(C(C2)N2CCNCC2)C=C(C=C3)F)C=C1 (1-(2-chloro-8-fluoro-10,11-dihydro-dibenzo[b,f]thiepin-10-yl)piperazine), C([O-])([O-])=O.[K+].[K+] (potassium carbonate), [I-].[K+] (potassium iodide). The solvent is C1(=CC=CC=C1)C (toluene), C1=CC=CC=C1 (benzene), O (water). The product is ClC1=CC2=C(SC3=C(C(C2)N2CCN(CC2)CCN2C(OCC2)=O)C=C(C=C3)F)C=C1 (3-{2-[4-(2-chloro-8-fluoro-10,11-dihydrodibenzo[b,f]thiepin-10-yl)-1-piperazinyl]-ethyl}-2-oxazolidinone). As a reaction SMILES: [Cl:1][C:2]1[CH:23]=[CH:22][C:5]2[S:6][C:7]3[CH:20]=[CH:19][C:18]([F:21])=[CH:17][C:8]=3[CH:9]([N:11]3[CH2:16][CH2:15][NH:14][CH2:13][CH2:12]3)[CH2:10][C:4]=2[CH:3]=1.C(=O)([O-])[O-].[K+].[K+].[I-].[K+].Cl[CH2:33][CH2:34][N:35]1[CH2:39][CH2:38][O:37][C:36]1=[O:40]>C1C=CC=CC=1.O.C1(C)C=CC=CC=1>[Cl:1][C:2]1[CH:23]=[CH:22][C:5]2[S:6][C:7]3[CH:20]=[CH:19][C:18]([F:21])=[CH:17][C:8]=3[CH:9]([N:11]3[CH2:16][CH2:15][N:14]([CH2:33][CH2:34][N:35]4[CH2:39][CH2:38][O:37][C:36]4=[O:40])[CH2:13][CH2:12]3)[CH2:10][C:4]=2[CH:3]=1 |f:1.2.3,4.5|. Reported procedure: 19 G. of 1-(2-chloro-8-fluoro-10,11-dihydro-dibenzo[b,f]thiepin-10-yl)piperazine are together with 15 g. of pulverized potassium carbonate, 0.3 g of potassium iodide and 150 ml. of toluene reacted with 20.4 g of N-(beta-chloroethyl)-oxazolidinone and heated under reflux conditions for 20 hours. The reaction mixture is poured over water and diluted with benzene. The organic phase is thereafter washed with saturated, aqueous sodium bicarbonate solution and water, dried over magnesium sulfate and e... The reactants are C1CCOC1, COC(=O)CN1C(=O)C(NC(=O)c2ccccc2)CN(C(=O)CCc2ccccc2)c2ccccc21, CO, [Li+], [OH-], O, O. Yields the product O=C(O)CN1C(=O)C(NC(=O)c2ccccc2)CN(C(=O)CCc2ccccc2)c2ccccc21. RXN SMILES: [CH2:43]1[O:44][CH2:45][CH2:46][CH2:47]1.[CH3:1][O:2][C:3]([CH2:4][N:5]1[C:6](=[O:35])[CH:7]([NH:26][C:27]([c:28]2[cH:29][cH:30][cH:31][cH:32][cH:33]2)=[O:34])[CH2:8][N:9]([C:16]([CH2:17][CH2:18][c:19]2[cH:20][cH:21][cH:22][cH:23][cH:24]2)=[O:25])[c:10]2[c:11]1[cH:12][cH:13][cH:14][cH:15]2)=[O:36].[CH3:37][OH:38].[Li+:41].[OH-:40].[OH2:39].[OH2:42]>>[O:2]=[C:3]([CH2:4][N:5]1[C:6](=[O:35])[CH:7]([NH:26][C:27]([c:28]2[cH:29][cH:30][cH:31][cH:32][cH:33]2)=[O:34])[CH2:8][N:9]([C:16]([CH2:17][CH2:18][c:19]2[cH:20][cH:21][cH:22][cH:23][cH:24]2)=[O:25])[c:10]2[c:11]1[cH:12][cH:13][cH:14][cH:15]2)[OH:36]. The reactants are CC(C)(C)OC(=O)NC(Cc1ccc(F)cc1)C(=O)N1CCC(O)CC1, CO, Cl, C1COCCO1. Product: Cl, NC(Cc1ccc(F)cc1)C(=O)N1CCC(O)CC1. RXN SMILES: [C:1]([O:2][C:3](=[O:4])[NH:7][CH:8]([C:9](=[O:10])[N:11]1[CH2:12][CH2:13][CH:14]([OH:17])[CH2:15][CH2:16]1)[CH2:18][c:19]1[cH:20][cH:21][c:22]([F:25])[cH:23][cH:24]1)([CH3:5])([CH3:6])[CH3:26].[CH3:34][OH:35].[ClH:27].[O:28]1[CH2:29][CH2:30][O:31][CH2:32][CH2:33]1>>[ClH:27].[NH2:7][CH:8]([C:9](=[O:10])[N:11]1[CH2:12][CH2:13][CH:14]([OH:17])[CH2:15][CH2:16]1)[CH2:18][c:19]1[cH:20][cH:21][c:22]([F:25])[cH:23][cH:24]1.